From a dataset of the Open Reaction Database (ORD), a public repository of structured organic reaction records. describe an organic reaction: reactants, conditions, products, and yield The reactants are C(C1=NC2=CC=CC=C2C=C1)(=O)O (quinaldic acid), FC1=CC=C(C=C1)CCN1CCNCC1 (1-[2-(4-fluoro-phenyl)ethyl]piperazine). Yields the product FC1=CC=C(C=C1)CCN1CCN(CC1)C(=O)C1=NC2=CC=CC=C2C=C1 ({4-[2-(4-fluorophenyl)ethyl]piperazin-1-yl}-quinolin-2-ylmethanone). As a reaction SMILES: [C:1]([OH:13])(=O)[C:2]1[CH:11]=[CH:10][C:9]2[C:4](=[CH:5][CH:6]=[CH:7][CH:8]=2)[N:3]=1.[F:14][C:15]1[CH:20]=[CH:19][C:18]([CH2:21][CH2:22][N:23]2[CH2:28][CH2:27][NH:26][CH2:25][CH2:24]2)=[CH:17][CH:16]=1>>[F:14][C:15]1[CH:20]=[CH:19][C:18]([CH2:21][CH2:22][N:23]2[CH2:24][CH2:25][N:26]([C:1]([C:2]3[CH:11]=[CH:10][C:9]4[C:4](=[CH:5][CH:6]=[CH:7][CH:8]=4)[N:3]=3)=[O:13])[CH2:27][CH2:28]2)=[CH:17][CH:16]=1. Procedure: Analogously to Example 1, quinaldic acid is reacted with 1-[2-(4-fluoro-phenyl)ethyl]piperazine, giving {4-[2-(4-fluorophenyl)ethyl]piperazin-1-yl}-quinolin-2-ylmethanone. The reactants are O (Water), N1N=C(C2=CC=CC=C12)C(=O)N (indazole amide), 1e, BrCCCOC (1-bromo-3-methoxypropane), [H-].[Na+] (NaH), Compound 1e, Compound 1f. The solvent is CN(C)C=O (DMF). Reaction conditions: temperature 60 celsius. The product is COCCCC1=C2C(=NNC2=CC=C1)C(=O)N (3-methoxypropyl indazole amide), Compound 1f. The yield is 73.0%. Reaction SMILES: [NH:1]1[C:9]2[C:4](=[CH:5][CH:6]=[CH:7][CH:8]=2)[C:3]([C:10]([NH2:12])=[O:11])=[N:2]1.Br[CH2:14][CH2:15][CH2:16][O:17][CH3:18].[H-].[Na+].O>CN(C=O)C>[CH3:18][O:17][CH2:16][CH2:15][CH2:14][C:5]1[CH:6]=[CH:7][CH:8]=[C:9]2[C:4]=1[C:3]([C:10]([NH2:12])=[O:11])=[N:2][NH:1]2 |f:2.3|. Procedure details: Following the procedure for converting Compound 1e to Compound 1f, the indazole amide Compound 1e (0.31 g, 17.8 mmol) was treated with 1-bromo-3-methoxypropane (0.3 g, 19.6 mmol) in the presence of 95% NaH (0.05 g, 19.6 mmol) in DMF (50 mL) at 0° C. for 20 min and then warmed to 60° C. for 2 h. The mixture was cooled down to rt. Water was added and the aqueous solution was extracted with EtOAc several times. The organic layers were combined and washed with brine, then dried (Na2SO4) and evaporat... Reaction SMILES: O.[Cl-].[NH4+].[Br:4][C:5]1[CH:6]=[C:7]([C:11]23[O:17][CH:16]2[CH2:15][O:14][CH2:13][CH2:12]3)[CH:8]=[CH:9][CH:10]=1.[N-:18]=[N+:19]=[N-:20].[Na+]>CO>[N:18]([C@@:11]1([C:7]2[CH:8]=[CH:9][CH:10]=[C:5]([Br:4])[CH:6]=2)[CH2:12][CH2:13][O:14][CH2:15][C@@H:16]1[OH:17])=[N+:19]=[N-:20] |f:1.2,4.5|. Reactants: [N-]=[N+]=[N-].[Na+] (sodium azide), O (Water), [Cl-].[NH4+] (ammonium chloride), BrC=1C=C(C=CC1)C12CCOCC2O1 ((±)-6-(3-bromophenyl)-3,7-dioxa-bicyclo[4.1.0]heptane). Reported procedure: Water (88 mL) and ammonium chloride (11.7 g) were added to a solution of (±)-6-(3-bromophenyl)-3,7-dioxa-bicyclo[4.1.0]heptane (17.5 g) in methanol (700 mL), followed by stirring at room temperature. Then, sodium azide (32.1 g) was added, followed by stirring at 80° C. for eight hours. After returning to room temperature, the excess of methanol was evaporated under reduced pressure. The residual aqueous layer was extracted with chloroform three times, and the organic layers were dried over anhyd... Yield: 108.1%. Product: N(=[N+]=[N-])[C@@]1([C@H](COCC1)O)C1=CC(=CC=C1)Br ((±)-(3R*,4R*)-4-azido-4-(3-bromophenyl)tetrahydropyran-3-ol). Solvent: CO (methanol).